Dataset: the Open Reaction Database (ORD), a public repository of structured organic reaction records. Task: describe an organic reaction: reactants, conditions, products, and yield Starting materials: C(=O)(OC)C1=CC=C(C=C1)C=C(C)[N+](=O)[O-] (1-(4-Carbomethoxyphenyl)-2-nitroprop-1-ene), aluminium amalgam, mercuric chloride, [Al] (aluminium). The solvent is O1CCCC1 (tetrahydrofuran). Product: C(=O)(OC)C1=CC=C(C=C1)CC(C)=NO (1-(4-Carbomethoxyphenyl)propan-2-one oxime). The yield is 58.5%. Reaction SMILES: [C:1]([C:5]1[CH:10]=[CH:9][C:8]([CH:11]=[C:12]([N+:14]([O-])=[O:15])[CH3:13])=[CH:7][CH:6]=1)([O:3][CH3:4])=[O:2].[Al]>O1CCCC1>[C:1]([C:5]1[CH:10]=[CH:9][C:8]([CH2:11][C:12](=[N:14][OH:15])[CH3:13])=[CH:7][CH:6]=1)([O:3][CH3:4])=[O:2]. Reported procedure: 1-(4-Carbomethoxyphenyl)-2-nitroprop-1-ene (31.0 g) in tetrahydrofuran (900 ml) was stirred with aluminium amalgam, made in the usual way from aluminium (13.5 g) and mercuric chloride (6.9 g). The mixture was cooled in ice and stirring was continued until reaction was complete. The slurry was filtered through celite and the filtrate was evaporated to give a cream solid (17.0 g). τ (CDCl3) 8.27 (3H, s), 6.22 (2H, s), 6.13 (3H, s), 2.63 (2H, d, J=8 Hz), 1.95 (2H, d, J=8 Hz). The reactants are BrC=1SC(=CN1)C=O (2-bromo-5-formylthiazole), [F-].[Cs+] (CsF), C(F)(F)(F)[Si](C)(C)C (CF3SiMe3). Solvent: COCCOC (DME). Conditions: time 2 hour. Yields the product BrC=1SC(=CN1)C(C(F)(F)F)O (1-(2-Bromo-1,3-thiazol-5-yl)-2,2,2-trifluoroethanol). RXN SMILES: [Br:1][C:2]1[S:3][C:4]([CH:7]=[O:8])=[CH:5][N:6]=1.[F-].[Cs+].[C:11]([Si](C)(C)C)([F:14])([F:13])[F:12]>COCCOC>[Br:1][C:2]1[S:3][C:4]([CH:7]([OH:8])[C:11]([F:14])([F:13])[F:12])=[CH:5][N:6]=1 |f:1.2|. Reported procedure: A solution (0.52 M) of 2-bromo-5-formylthiazole (1.0 eq.) and CsF (0.2 eq.) in DME was treated with CF3SiMe3 (2.0 eq.) and then stirred for 2 h at RT. The reaction mixture was quenched by adding water and stirred for 15 min. Then, it was diluted with EtOAc and the organic phase was separated. The aqueous phase was extracted twice with EtOAc. The combined organic phase was dried (Na2SO4) and solvents were removed under reduced pressure. The residue was purified by flash chromatography on silica g... As a reaction SMILES: [C:26](=[O:27])([O-:28])[OH:29].[CH2:19]([CH:20]=[CH2:21])[NH:22][CH2:23][CH:24]=[CH2:25].[Cl:1][c:2]1[n:3][c:4]([NH:12][CH:13]2[CH2:14][CH2:15][CH2:16][CH2:17][CH2:18]2)[c:5]2[c:6]([n:7]1)[c:8]([CH3:11])[cH:9][s:10]2.[Na+:30]>>[c:2]1([N:22]([CH2:19][CH:20]=[CH2:21])[CH2:23][CH:24]=[CH2:25])[n:3][c:4]([NH:12][CH:13]2[CH2:14][CH2:15][CH2:16][CH2:17][CH2:18]2)[c:5]2[c:6]([n:7]1)[c:8]([CH3:11])[cH:9][s:10]2. Reactants: O=C([O-])O, C=CCNCC=C, Cc1csc2c(NC3CCCCC3)nc(Cl)nc12, [Na+]. Yields the product C=CCN(CC=C)c1nc(NC2CCCCC2)c2scc(C)c2n1. The reactants are ClC=1C=C(C=CC1OC(C)C)C1=NOC(=N1)C1=CC=C(C=O)C=C1 (4-(3-(3-chloro-4-isopropoxyphenyl)-1,2,4-oxadiazol-5-yl)benzaldehyde), FC(COP(=O)(OCC(F)(F)F)CC(=O)OC)(F)F (methyl 2-(bis(2,2,2-trifluoroethoxy)phosphoryl)acetate), C1COCCOCCOCCOCCOCCO1 (18-crown-6), C[Si](C)(C)[N-][Si](C)(C)C.[K+] (Potassium bis(trimethylsilyl)amide). The solvent is C1CCOC1 (THF). Run at temperature -78 celsius. Yields the product ClC=1C=C(C=CC1OC(C)C)C1=NOC(=N1)C1=CC=C(C=C1)\C=C/C(=O)OC ((Z)-methyl 3-(4-(3-(3-chloro-4-isopropoxyphenyl)-1,2,4-oxadiazol-5-yl)phenyl)acrylate). Yield: 73.5%. As a reaction SMILES: FC(F)(F)COP([CH2:13][C:14]([O:16][CH3:17])=[O:15])(OCC(F)(F)F)=O.C1OCCOCCOCCOCCOCCOC1.C[Si]([N-][Si](C)(C)C)(C)C.[K+].[Cl:48][C:49]1[CH:50]=[C:51]([C:59]2[N:63]=[C:62]([C:64]3[CH:71]=[CH:70][C:67]([CH:68]=O)=[CH:66][CH:65]=3)[O:61][N:60]=2)[CH:52]=[CH:53][C:54]=1[O:55][CH:56]([CH3:58])[CH3:57]>C1COCC1>[Cl:48][C:49]1[CH:50]=[C:51]([C:59]2[N:63]=[C:62]([C:64]3[CH:65]=[CH:66][C:67](/[CH:68]=[CH:13]\[C:14]([O:16][CH3:17])=[O:15])=[CH:70][CH:71]=3)[O:61][N:60]=2)[CH:52]=[CH:53][C:54]=1[O:55][CH:56]([CH3:57])[CH3:58] |f:2.3|. Procedure: A two-neck round bottom flask was charged with methyl 2-(bis(2,2,2-trifluoroethoxy)phosphoryl)acetate (0.235 ml, 1.109 mmol), 18-crown-6 (1465 mg, 5.54 mmol) and THF (15 ml). The mixture was then cooled to −78° C. under an atmosphere of nitrogen. Potassium bis(trimethylsilyl)amide (221 mg, 1.109 mmol) was added and the mixture stirred for a few minutes. 4-(3-(3-chloro-4-isopropoxyphenyl)-1,2,4-oxadiazol-5-yl)benzaldehyde (380 mg, 1.109 mmol) was added and the mixture stirred at −78° C. for 90 mi... Yields the product CC(C)(C)C1=C(C=C(C=C1)C(C)(C)C)NC(C1=C(C=CC(=C1)Cl)O)=O (N-{2,5-Bis[(1,1-dimethyl)ethyl]phenyl}-5-chloro-2-hydroxybenzamide). The yield is 75.7%. Starting materials: ClC1=CC=C(C(C(=O)O)=C1)O (5-chlorosalicylic acid), CC(C)(C)C1=C(N)C=C(C=C1)C(C)(C)C (2,5-bis[(1,1-dimethyl)ethyl]aniline), raw materials. Reaction SMILES: [Cl:1][C:2]1[CH:10]=[C:6]([C:7]([OH:9])=O)[C:5]([OH:11])=[CH:4][CH:3]=1.[CH3:12][C:13]([C:16]1[CH:22]=[CH:21][C:20]([C:23]([CH3:26])([CH3:25])[CH3:24])=[CH:19][C:17]=1[NH2:18])([CH3:15])[CH3:14]>>[CH3:15][C:13]([C:16]1[CH:22]=[CH:21][C:20]([C:23]([CH3:26])([CH3:25])[CH3:24])=[CH:19][C:17]=1[NH:18][C:7](=[O:9])[C:6]1[CH:10]=[C:2]([Cl:1])[CH:3]=[CH:4][C:5]=1[OH:11])([CH3:12])[CH3:14]. Procedure details: Using 5-chlorosalicylic acid and 2,5-bis[(1,1-dimethyl)ethyl]aniline as the raw materials, the same operation as the example 16 gave the title compound. As a reaction SMILES: [C-:1]#[N:2].[K+].[Cl-].[NH4+:5].O.N.[CH:8]([C:10]1([C:13]([O:15][CH2:16][CH3:17])=[O:14])[CH2:12][CH2:11]1)=O>O.C(O)C>[NH2:5][CH:8]([C:10]1([C:13]([O:15][CH2:16][CH3:17])=[O:14])[CH2:12][CH2:11]1)[C:1]#[N:2] |f:0.1,2.3,4.5|. Conditions: temperature 50 celsius, time 2 hour. Isolated yield 91.8%. Run in C(C)O (ethanol), O (water). The reactants are ice water, [C-]#N.[K+] (potassium cyanide), [Cl-].[NH4+] (ammonium chloride), O.N (ammonia water), C(=O)C1(CC1)C(=O)OCC (ethyl 1-formylcyclopropane-1-carboxylate). Procedure: An eggplant type flask-was charged with 3.49 g of potassium cyanide and 3.74 g of ammonium chloride, and the contents were dissolved in 20 ml of water. After adding 40 ml of concentrated ammonia water to the solution, 5.01 g of ethyl 1-formylcyclopropane-1-carboxylate dissolved in 30 ml of ethanol was added thereto dropwise at room temperature, and the reaction solution was stirred for 2 hours at 50° C. After confirming completion of the reaction, the reaction solution was mixed with ice water a... The product is NC(C#N)C1(CC1)C(=O)OCC (1-(1-Amino-1-cyanomethyl)-1-ethoxycarbonylcyclopropane). Starting materials: C(\C=C/C(=O)O)(=O)[O-].[NH4+] (Monoammonium maleate), poly-succinimide-citric, [OH-].[Na+] (sodium hydroxide), C(CC(O)(C(=O)O)CC(=O)O)(=O)O (citric acid), [Al] (aluminum). Product: N[C@@H](CC(=O)O)C(=O)O.C(CC(O)(C(=O)O)CC(=O)O)(=O)O (aspartic acid citric acid). RXN SMILES: [C:1]([O-:8])(=[O:7])/[CH:2]=[CH:3]\[C:4]([OH:6])=[O:5].[NH4+:9].[C:10]([OH:22])(=[O:21])[CH2:11][C:12]([CH2:17][C:18]([OH:20])=[O:19])([C:14]([OH:16])=[O:15])[OH:13].[Al].[OH-].[Na+]>>[NH2:9][C@H:2]([C:1]([OH:8])=[O:7])[CH2:3][C:4]([OH:6])=[O:5].[C:10]([OH:22])(=[O:21])[CH2:11][C:12]([CH2:17][C:18]([OH:20])=[O:19])([C:14]([OH:16])=[O:15])[OH:13] |f:0.1,4.5,6.7|. Procedure: Monoammonium maleate (.[.2,627.]. 2.627 g of 94% concentration wet salt, 0.0186 mole) and citric acid (.[.0,395.]. 0.395 g, 0.0021 mole) were ground together and thoroughly mixed to form a slightly wetted mass. This mixture was placed in the aluminum reaction vessel to form a layer and then was heated at about 240°-260° C. for 40 minutes in a convection oven. The resulting product was a red-brown solid foam, weight 1.991 g, representing 92% theoretical yield of .[.polysuccinimidecitric acid.]. p...